Dataset: the Open Reaction Database (ORD), a public repository of structured organic reaction records. Task: describe an organic reaction: reactants, conditions, products, and yield The reactants are ClC1=C(C#N)C=C(C=C1)[N+](=O)[O-] (2-chloro-5-nitrobenzonitrile), O1CCC(CC1)N1CCNCC1 (4-(3,4,5,6-tetrahydro-2H-pyran-4-yl)piperazine). Yields the product NC=1C=CC(=C(C#N)C1)N1CCN(CC1)C1CCOCC1 (5-amino-2-[4-(3,4,5,6-tetrahydro-2H-pyran-4-yl)piperazin-1-yl]benzonitrile). Isolated yield 66.9%. As a reaction SMILES: Cl[C:2]1[CH:9]=[CH:8][C:7]([N+:10]([O-])=O)=[CH:6][C:3]=1[C:4]#[N:5].[O:13]1[CH2:18][CH2:17][CH:16]([N:19]2[CH2:24][CH2:23][NH:22][CH2:21][CH2:20]2)[CH2:15][CH2:14]1>>[NH2:10][C:7]1[CH:8]=[CH:9][C:2]([N:22]2[CH2:21][CH2:20][N:19]([CH:16]3[CH2:17][CH2:18][O:13][CH2:14][CH2:15]3)[CH2:24][CH2:23]2)=[C:3]([CH:6]=1)[C:4]#[N:5]. Reported procedure: By the reaction and treatment in the same manner as in Starting Material Synthetic Example 4 using 2-chloro-5-nitrobenzonitrile (10 g) and 4-(3,4,5,6-tetrahydro-2H-pyran-4-yl)piperazine (27 g), the title compound (10.5 g) was obtained. melting point: 162° C. Starting materials: CN1CCC(CC1)OC(=O)NC=1C=C(C=CC1C1=CC=CC=C1)CCC(=O)OC(C)(C)C (tert-butyl 3-[3-({[(1-methylpiperidin-4-yl)oxy]carbonyl}amino)-4-phenylphenyl]propionate), solution, Cl (hydrochloric acid). Solvent: O1CCOCC1 (dioxane). Conditions: temperature 70 celsius, time 2 hour. Yields the product Cl.CN1CCC(CC1)OC(=O)NC=1C=C(C=CC1C1=CC=CC=C1)CCC(=O)O (3-[3-({[(1-methylpiperidin-4-yl)oxy]carbonyl}amino)-4-phenylphenyl]propionate hydrochloride). Reaction SMILES: [CH3:1][N:2]1[CH2:7][CH2:6][CH:5]([O:8][C:9]([NH:11][C:12]2[CH:13]=[C:14]([CH2:24][CH2:25][C:26]([O:28]C(C)(C)C)=[O:27])[CH:15]=[CH:16][C:17]=2[C:18]2[CH:23]=[CH:22][CH:21]=[CH:20][CH:19]=2)=[O:10])[CH2:4][CH2:3]1.[ClH:33]>O1CCOCC1>[ClH:33].[CH3:1][N:2]1[CH2:3][CH2:4][CH:5]([O:8][C:9]([NH:11][C:12]2[CH:13]=[C:14]([CH2:24][CH2:25][C:26]([OH:28])=[O:27])[CH:15]=[CH:16][C:17]=2[C:18]2[CH:23]=[CH:22][CH:21]=[CH:20][CH:19]=2)=[O:10])[CH2:6][CH2:7]1 |f:3.4|. Procedure details: To tert-butyl 3-[3-({[(1-methylpiperidin-4-yl)oxy]carbonyl}amino)-4-phenylphenyl]propionate (5.08 g, 11.6 mmol) was added a 4M solution of hydrochloric acid in dioxane (70 mL) and the mixture was stirred at 70° C. for 2 hours. The reaction solution was concentrated under reduced pressure to obtain 3-[3-({[(1-methylpiperidin-4-yl)oxy]carbonyl}amino)-4-phenylphenyl]propionate hydrochloride (5.49 g).